From a dataset of the Open Reaction Database (ORD), a public repository of structured organic reaction records. describe an organic reaction: reactants, conditions, products, and yield Reactants: CO (methanol), O=CC=C1CCC(CC1)C(=O)OC (methyl 4-(oxoethylidene)cyclohexanecarboxylate), [BH4-].[Na+] (sodium borohydride). The solvent is C(C)(=O)O (acetic acid). Run at temperature 3 celsius. The product is OCC=C1CCC(CC1)C(=O)OC (methyl 4-(2-hydroxyethylidene)cyclohexanecarboxylate). Yield: 68.7%. RXN SMILES: CO.[O:3]=[CH:4][CH:5]=[C:6]1[CH2:11][CH2:10][CH:9]([C:12]([O:14][CH3:15])=[O:13])[CH2:8][CH2:7]1.[BH4-].[Na+]>C(O)(=O)C>[OH:3][CH2:4][CH:5]=[C:6]1[CH2:7][CH2:8][CH:9]([C:12]([O:14][CH3:15])=[O:13])[CH2:10][CH2:11]1 |f:2.3|. Procedure details: A solution was prepared from 77 ml of methanol and 13.0 g of methyl 4-(oxoethylidene)cyclohexanecarboxylate and cooled to 3° C. with an ice-water bath. With vigorous stirring, 3.1 g of sodium borohydride was added in portions over 30 minutes. The reaction was allowed to stir for an additional hour at 3° C. before glacial acetic acid (1 ml) was added to quench the reaction and the methanol was removed under reduced pressure. The residue was taken up in 200 ml of dichloromethane and partitioned wi... The reactants are N#Cc1c[nH]c2ccc(Br)cc12, O=C([O-])O, C1CCCCC1, CN(C)C=O, [Li]C(C)CC, Cl, [H-], [Na+], [Na+], C1CCOC1. Yields the product N#Cc1c[nH]c2ccc(C=O)cc12. Reaction SMILES: [Br:1][c:2]1[cH:3][c:4]2[c:5]([C:11]#[N:12])[cH:6][nH:7][c:8]2[cH:9][cH:10]1.[C:27]([O-:28])(=[O:29])[OH:30].[CH2:20]1[CH2:21][CH2:22][CH2:23][CH2:24][CH2:25]1.[CH3:32][N:33]([CH3:34])[CH:35]=[O:36].[CH:15]([Li:16])([CH2:17][CH3:18])[CH3:19].[ClH:26].[H-:13].[Na+:14].[Na+:31].[O:37]1[CH2:38][CH2:39][CH2:40][CH2:41]1>>[c:2]1([CH:27]=[O:28])[cH:3][c:4]2[c:5]([C:11]#[N:12])[cH:6][nH:7][c:8]2[cH:9][cH:10]1. Starting materials: Cl (HCl), CC1(NC2=C(C=CC=C2C=C1)C(=O)OC)C (methyl 2,2-dimethyl-1,2-dihydroquinoline-8-carboxylate), aqueous solution, [OH-].[Na+] (sodium hydroxide). Conditions: temperature 60 celsius, time 8 hour. Product: CC1(NC2=C(C=CC=C2C=C1)C(=O)O)C (2,2-dimethyl-1,2-dihydroquinoline-8-carboxylic acid). Solvent: C1CCOC1 (THF), O (H2O). Procedure details: To a solution of methyl 2,2-dimethyl-1,2-dihydroquinoline-8-carboxylate (0.188 g, 0.865 mmol) in THF (5 mL) and H2O (5 mL) was added a 1N aqueous solution of sodium hydroxide (3.46 mL, 3.46 mmol). After stirring at 60° C. overnight the reaction mixture was acidified to pH 2 using 1N aqueous HCl, extracted with ethyl acetate (three times), dried over MgSO4 and concentrated under vacuum to afford the desired compound that was used without further purification. RXN SMILES: [CH3:1][C:2]1([CH3:16])[CH:11]=[CH:10][C:9]2[C:4](=[C:5]([C:12]([O:14]C)=[O:13])[CH:6]=[CH:7][CH:8]=2)[NH:3]1.[OH-].[Na+].Cl>C1COCC1.O>[CH3:1][C:2]1([CH3:16])[CH:11]=[CH:10][C:9]2[C:4](=[C:5]([C:12]([OH:14])=[O:13])[CH:6]=[CH:7][CH:8]=2)[NH:3]1 |f:1.2|. The reactants are CCOC(=O)C(CN1CCC(N(CC)CC)C1)c1ccc(Br)cc1, CO, [Na+], [OH-]. The product is CCN(CC)C1CCN(CC(C(=O)O)c2ccc(Br)cc2)C1. Reaction SMILES: [CH2:1]([CH3:2])[O:3][C:4]([CH:5]([CH2:6][N:7]1[CH2:8][CH:9]([N:12]([CH2:13][CH3:14])[CH2:15][CH3:16])[CH2:10][CH2:11]1)[c:17]1[cH:18][cH:19][c:20]([Br:23])[cH:21][cH:22]1)=[O:24].[CH3:27][OH:28].[Na+:26].[OH-:25]>>[O:3]=[C:4]([CH:5]([CH2:6][N:7]1[CH2:8][CH:9]([N:12]([CH2:13][CH3:14])[CH2:15][CH3:16])[CH2:10][CH2:11]1)[c:17]1[cH:18][cH:19][c:20]([Br:23])[cH:21][cH:22]1)[OH:24]. Reactants: C(C1=CC=CC=C1)OC1=CC=C(OC2CCN(CC2)C(=O)OC=2C=NC=C(C(=O)O)C2)C=C1 (5-[({4-[4-(benzyloxy)phenoxy]piperidin-1-yl}carbonyl)oxy]nicotinic acid), [H][H] (hydrogen). The reagents and catalysts are [C].[Pd] (Palladium-carbon). Solvent: C1CCOC1 (THF). The product is OC1=CC=C(OC2CCN(CC2)C(=O)OC=2C=NC=C(C(=O)O)C2)C=C1 (5-[({4-[4-(hydroxy)phenoxy]piperidin-1-yl}carbonyl)oxy]nicotinic acid). Yield: 34.4%. As a reaction SMILES: C([O:8][C:9]1[CH:33]=[CH:32][C:12]([O:13][CH:14]2[CH2:19][CH2:18][N:17]([C:20]([O:22][C:23]3[CH:24]=[N:25][CH:26]=[C:27]([CH:31]=3)[C:28]([OH:30])=[O:29])=[O:21])[CH2:16][CH2:15]2)=[CH:11][CH:10]=1)C1C=CC=CC=1.[H][H]>[C].[Pd].C1COCC1>[OH:8][C:9]1[CH:10]=[CH:11][C:12]([O:13][CH:14]2[CH2:19][CH2:18][N:17]([C:20]([O:22][C:23]3[CH:24]=[N:25][CH:26]=[C:27]([CH:31]=3)[C:28]([OH:30])=[O:29])=[O:21])[CH2:16][CH2:15]2)=[CH:32][CH:33]=1 |f:2.3|. Procedure: 10% Palladium-carbon (catalytic amount) was added to a THF (10 ml) solution containing 5-[({4-[4-(benzyloxy)phenoxy]piperidin-1-yl}carbonyl)oxy]nicotinic acid (200 mg), and in a hydrogen gas atmosphere, this was stirred at room temperature under normal pressure for 3 hours. The catalyst was removed by filtration, and the resulting filtrate was concentrated under reduced pressure to obtain 5-[({4-[4-(hydroxy)phenoxy]piperidin-1-yl}carbonyl)oxy]nicotinic acid (55 mg). Reactants: CCOC(=O)c1ccc(Cl)c2c1CC(OC)O2, CO, [Na+], [OH-], O. Product: COC1Cc2c(C(=O)O)ccc(Cl)c2O1. RXN SMILES: [CH2:1]([CH3:2])[O:3][C:4](=[O:5])[c:6]1[cH:7][cH:8][c:9]([Cl:17])[c:10]2[c:11]1[CH2:12][CH:13]([O:15][CH3:16])[O:14]2.[CH3:20][OH:21].[Na+:19].[OH-:18].[OH2:22]>>[O:3]=[C:4]([OH:5])[c:6]1[cH:7][cH:8][c:9]([Cl:17])[c:10]2[c:11]1[CH2:12][CH:13]([O:15][CH3:16])[O:14]2. Run at time 5 hour. As a reaction SMILES: [C:1]([O-:4])(=O)[CH3:2].[K+].ClC1[N:12]=[N:11][C:10]([NH:13][C@@H:14]2[C:19]3[CH:20]=[C:21]([C:24]#[N:25])[CH:22]=[CH:23][C:18]=3[O:17][C:16]([CH2:29][O:30][CH3:31])([CH2:26][O:27][CH3:28])[C@H:15]2[OH:32])=[CH:9]C=1>C(O)(=O)C>[C:24]([C:21]1[CH:22]=[CH:23][C:18]2[O:17][C:16]([CH2:26][O:27][CH3:28])([CH2:29][O:30][CH3:31])[C@@H:15]([OH:32])[C@H:14]([NH:13][C:10]3[CH:9]=[CH:2][C:1](=[O:4])[NH:12][N:11]=3)[C:19]=2[CH:20]=1)#[N:25] |f:0.1|. Reported procedure: Potassium acetate (380 mg) and acetic acid (6 ml) were added to (-)-(3S,4R)-4-[(6-chloro-3-pyridazinyl)amino]-6-cyano-3,4-dihydro-2,2-bis(methoxymethyl)-2H-1benzopyran-3-ol (750 mg) obtained in Example 5, and the mixture was refluxed with stirring for 5 hours. The reaction mixture was filtered and the residue was washed with acetic acid. The residue obtained by removing the solvent from the filtrate under reduced pressure was purified by silica gel column chromatography (ethyl acetate:ethanol=95... Solvent: C(C)(=O)O (acetic acid). Product: C(#N)C=1C=CC2=C([C@H]([C@@H](C(O2)(COC)COC)O)NC2=NNC(C=C2)=O)C1 ((-)-(3S,4R)-6-cyano-3,4-dihydro-4-[(1,6-dihydro-6-oxo-3-pyridazinyl)amino]-2,2-bis(methoxymethyl)-2H-1-benzopyran-3-ol). Isolated yield 70.0%. Starting materials: C(C)(=O)[O-].[K+] (Potassium acetate), ClC1=CC=C(N=N1)N[C@H]1[C@@H](C(OC2=C1C=C(C=C2)C#N)(COC)COC)O ((-)-(3S,4R)-4-[(6-chloro-3-pyridazinyl)amino]-6-cyano-3,4-dihydro-2,2-bis(methoxymethyl)-2H-1benzopyran-3-ol). Reactants: ice water, C1(=CC=CC=C1)S(=O)[O-].[Na+] (sodium phenyl sulfinate), C([O-])([O-])=O.[Na+].[Na+] (sodium carbonate), BrCC=C1CCCCC1 (1-bromo-2-cyclohexylidene-ethane). Solvent: CO (methanol), CO (methanol), C(Cl)Cl (methylene chloride). Run at time 30 minute. The product is C1(CCCCC1)=CCS(=O)(=O)C1=CC=CC=C1 ((2-cyclohexylidene-ethyl)-phenyl sulfone). As a reaction SMILES: [C:1]1([S:7]([O-:9])=[O:8])[CH:6]=[CH:5][CH:4]=[CH:3][CH:2]=1.[Na+].C(=O)([O-])[O-].[Na+].[Na+].Br[CH2:18][CH:19]=[C:20]1[CH2:25][CH2:24][CH2:23][CH2:22][CH2:21]1>CO.C(Cl)Cl>[C:20]1(=[CH:19][CH2:18][S:7]([C:1]2[CH:6]=[CH:5][CH:4]=[CH:3][CH:2]=2)(=[O:9])=[O:8])[CH2:25][CH2:24][CH2:23][CH2:22][CH2:21]1 |f:0.1,2.3.4|. Procedure details: First, 38.5 gm of sodium phenyl sulfinate and then 3.85 gm of sodium carbonate were introduced into 116 cc of methanol and 44 gm of freshly prepared 1-bromo-2-cyclohexylidene-ethane were added dropwise over 30 minutes and at room temperature. The reaction mixture was then agitated for 1 hour and 30 minutes at room temperature after which the reaction mixture was poured into 400 cc of ice water. The precipitate formed was vacuum filtered, washed with water and dried. The raw product thus obtained...